From a dataset of the Open Reaction Database (ORD), a public repository of structured organic reaction records. describe an organic reaction: reactants, conditions, products, and yield The reactants are CC(C)=O, FC(F)=C(F)Cl, [K+], [OH-], COC(=O)c1cccc(O)c1. As a reaction SMILES: [CH3:20][C:21](=[O:22])[CH3:23].[Cl:1][C:2](=[C:3]([F:4])[F:5])[F:6].[K+:19].[OH-:18].[OH:7][c:8]1[cH:9][c:10]([C:11](=[O:12])[O:13][CH3:14])[cH:15][cH:16][cH:17]1>>[Cl:1][CH:2]([C:3]([F:4])([F:5])[O:7][c:8]1[cH:9][c:10]([C:11](=[O:12])[O:13][CH3:14])[cH:15][cH:16][cH:17]1)[F:6]. Yields the product COC(=O)c1cccc(OC(F)(F)C(F)Cl)c1. Starting materials: C1(=CC=CC=C1)N=C=S (phenyl isothiocyanate), CC1=CC=C(CNC2CCCC2)C=C1 (N-4-methylbenzyl-N-cyclopentyl amine). Solvent: CCCCCC (hexane), CCCCCC (hexane). Product: CC1=CC=C(CN(C(=S)NC2=CC=CC=C2)C2CCCC2)C=C1 (N-4-methylbenzyl-N-cyclopentyl-N'-phenylthiourea). The yield is 92.1%. RXN SMILES: [C:1]1([N:7]=[C:8]=[S:9])[CH:6]=[CH:5][CH:4]=[CH:3][CH:2]=1.[CH3:10][C:11]1[CH:23]=[CH:22][C:14]([CH2:15][NH:16][CH:17]2[CH2:21][CH2:20][CH2:19][CH2:18]2)=[CH:13][CH:12]=1>CCCCCC>[CH3:10][C:11]1[CH:23]=[CH:22][C:14]([CH2:15][N:16]([CH:17]2[CH2:21][CH2:20][CH2:19][CH2:18]2)[C:8]([NH:7][C:1]2[CH:6]=[CH:5][CH:4]=[CH:3][CH:2]=2)=[S:9])=[CH:13][CH:12]=1. Procedure details: A solution of 14 g of phenyl isothiocyanate in 50 ml of hexane was added dropwise to 19 g of N-4-methylbenzyl-N-cyclopentyl amine in 400 ml of hexane while cooling and stirring. After the addition, the temperature of the reaction mixture was gradually raised, and the solution was stirred at 40° C. for about 5 hours. The mixture was cooled and filtered. The residue was recrystallized from a mixture of hexane and ethyl alcohol. 30 g of N-4-methylbenzyl-N-cyclopentyl-N'-phenylthiourea were obtained... Starting materials: C1(=CC=CC=C1)C1OC2=CC=C(C=C2CC1)OC1=CC=C(C=N1)NS(=O)(=O)C (N-[6-(2-phenylchroman-6-yloxy)pyridin-3-yl]methane sulfonamide), FC1=C(C=CC=C1)C1OC2=CC=C(C=C2CC1)OC1=CC=C(C=N1)N (6-[2-(2-Fluorophenyl)chroman-6-yloxy]-pyridin-3-ylamine). Product: FC1=C(C=CC=C1)C1OC2=CC=C(C=C2CC1)OC1=CC=C(C=N1)NS(=O)(=O)C (N-{6-[2-(2-Fluorophenyl)chroman-6-yloxy]pyridin-3-yl}methanesulfonamide). As a reaction SMILES: [C:1]1([CH:7]2[CH2:16][CH2:15][C:14]3[C:9](=[CH:10][CH:11]=[C:12]([O:17][C:18]4[N:23]=[CH:22][C:21]([NH:24][S:25]([CH3:28])(=[O:27])=[O:26])=[CH:20][CH:19]=4)[CH:13]=3)[O:8]2)[CH:6]=[CH:5][CH:4]=[CH:3][CH:2]=1.[F:29]C1C=CC=CC=1C1CCC2C(=CC=C(OC3N=CC(N)=CC=3)C=2)O1>>[F:29][C:2]1[CH:3]=[CH:4][CH:5]=[CH:6][C:1]=1[CH:7]1[CH2:16][CH2:15][C:14]2[C:9](=[CH:10][CH:11]=[C:12]([O:17][C:18]3[N:23]=[CH:22][C:21]([NH:24][S:25]([CH3:28])(=[O:27])=[O:26])=[CH:20][CH:19]=3)[CH:13]=2)[O:8]1. Procedure: N-{6-[2-(2-Fluorophenyl)chroman-6-yloxy]pyridin-3-yl}methanesulfonamide was prepared as described for N-[6-(2-phenylchroman-6-yloxy)pyridin-3-yl]methane sulfonamide in Example 46 starting from 400 mg of 6-[2-(2-fluorophenyl)chroman-6-yloxy]-pyridin-3-ylamine (Example 51). The product was crystallised from a mixture of methanol and diethyl ether. 1H NMR (400 MHz, d6-DMSO) δ: 9.67 (s, 1H), 7.99 (d, 1H, J 2.8 Hz), 7.67 (dd, 1H, J 8.8, 2.8 Hz), 7.55 (m, 1H), 7.42 (m, 1H), 7.29-7.23 (m, 2H), 6.98 (dd... The reactants are COC1=CC=C(C=C1C(=O)O)C(=O)N (6-methoxyisophthalamic acid), CC1=C(N)C=CC=C1 (2-methylaniline). The product is COC1=C(C=C(C(=O)N)C=C1)C(=O)NC1=C(C=CC=C1)C (4-methoxy-3-N-o-tolylisophthalamide). As a reaction SMILES: [CH3:1][O:2][C:3]1[C:8]([C:9]([OH:11])=O)=[CH:7][C:6]([C:12]([NH2:14])=[O:13])=[CH:5][CH:4]=1.[CH3:15][C:16]1[CH:22]=[CH:21][CH:20]=[CH:19][C:17]=1[NH2:18]>>[CH3:1][O:2][C:3]1[CH:4]=[CH:5][C:6]([C:12]([NH2:14])=[O:13])=[CH:7][C:8]=1[C:9]([NH:18][C:17]1[CH:19]=[CH:20][CH:21]=[CH:22][C:16]=1[CH3:15])=[O:11]. Reported procedure: The captioned compound was synthesized from 6-methoxyisophthalamic acid and 2-methylaniline by the same procedure as in the manufacturing method described in step C of Example 1-3-1. Reactants: poly-p-bromostyrene, BrC1=CC=C(C=C)C=C1 (p-bromostyrene), BrC1=C(C=CC=C1)OC (o-bromoanisol). Product: C(=C)C1=C(C=CC=C1)C1=CC=CC=C1 (vinylbiphenyl). Procedure details: A vinylbiphenyl polymer was prepared in the same manner as in Example 10 except that poly-p-bromostyrene obtained as in Example 10 by using p-bromostyrene instead of p-chlorostyrene, and o-bromoanisol were used. The polymer gave a peak of OCH3 through 1H-NMR measurement in the same manner as in Example 10. As a reaction SMILES: Br[C:2]1[CH:9]=[CH:8][C:5]([CH:6]=[CH2:7])=[CH:4][CH:3]=1.Br[C:11]1[CH:16]=[CH:15][CH:14]=[CH:13][C:12]=1OC>>[CH:6]([C:5]1[CH:8]=[CH:9][CH:2]=[CH:3][C:4]=1[C:11]1[CH:16]=[CH:15][CH:14]=[CH:13][CH:12]=1)=[CH2:7]. The reactants are OCCNC1=NC(=NC(=C1)C1=CC(=CC=C1)C(F)(F)F)C#N (4-(2-hydroxy-ethylamino)-6-(3-trifluoromethyl-phenyl)-pyrimidine-2-carbonitrile), CC(=O)OI1(C=2C=CC=CC2C(=O)O1)(OC(=O)C)OC(=O)C (Dess-Martin periodinane). The solvent is ClCCl (dichloromethane), ClCCl (dichloromethane). Run at time 45 minute. Product: O=CCNC1=NC(=NC(=C1)C1=CC(=CC=C1)C(F)(F)F)C#N (4-(2-oxo-ethylamino)-6-(3-trifluoromethylphenyl)-pyrimidine-2-carbonitrile). The yield is 67.3%. RXN SMILES: [OH:1][CH2:2][CH2:3][NH:4][C:5]1[CH:10]=[C:9]([C:11]2[CH:16]=[CH:15][CH:14]=[C:13]([C:17]([F:20])([F:19])[F:18])[CH:12]=2)[N:8]=[C:7]([C:21]#[N:22])[N:6]=1.CC(OI1(OC(C)=O)(OC(C)=O)OC(=O)C2C=CC=CC1=2)=O>ClCCl>[O:1]=[CH:2][CH2:3][NH:4][C:5]1[CH:10]=[C:9]([C:11]2[CH:16]=[CH:15][CH:14]=[C:13]([C:17]([F:19])([F:18])[F:20])[CH:12]=2)[N:8]=[C:7]([C:21]#[N:22])[N:6]=1. Procedure details: To a stirring solution of 4-(2-hydroxy-ethylamino)-6-(3-trifluoromethyl-phenyl)-pyrimidine-2-carbonitrile (308 mg) in dichloromethane (5 ml) was added Dess-Martin periodinane (424 mg) and the resulting suspension was stirred at room temperature for 45 mins. Reaction mixture was diluted with dichloromethane (50 ml) and washed with water (3×50 ml), brine (50 ml), dried over MgSO4 and concentrated in vacuo. The residue was filtered through silica gel pad using heptane and ethyl acetate (1:1) as elu... Starting materials: C(C1=CC=CC=C1)OCCN(C(OC(C)(C)C)=O)C=1S[C@@H]2[C@H](N1)[C@H]([C@@H]([C@H](O2)CO[Si](C)(C)C(C)(C)C)OCC2=CC=C(C=C2)OC)OCC2=CC=C(C=C2)OC (tert-butyl 2-(benzyloxy)ethyl((3aR,5R,6S,7R,7aR)-5-((tert-butyldimethylsilyloxy)methyl)-6,7-bis(4-methoxybenzyloxy)-5,6,7,7a-tetrahydro-3aH-pyrano[3,2-d]thiazol-2-yl)carbamate), CCCC[N+](CCCC)(CCCC)CCCC.[F-] (TBAF). Solvent: C1CCOC1 (THF). The product is C(C)(C)(C)OC(N(C=1S[C@@H]2[C@H](N1)[C@H]([C@@H]([C@H](O2)CO)OCC2=CC=C(C=C2)OC)OCC2=CC=C(C=C2)OC)CCOCC2=CC=CC=C2)=O (tert-butyl-2-(benzyloxy)ethyl((3aR,5R,6S,7R,7aR)-5-(hydroxymethyl)-6,7-bis(4-methoxybenzyloxy)-5,6,7,7a-tetrahydro-3aH-pyrano[3,2-d]thiazol-2-yl)carbamate). Isolated yield 89.8%. As a reaction SMILES: [CH2:1]([O:8][CH2:9][CH2:10][N:11]([C:19]1[S:20][C@H:21]2[O:27][C@H:26]([CH2:28][O:29][Si](C(C)(C)C)(C)C)[C@@H:25]([O:37][CH2:38][C:39]3[CH:44]=[CH:43][C:42]([O:45][CH3:46])=[CH:41][CH:40]=3)[C@H:24]([O:47][CH2:48][C:49]3[CH:54]=[CH:53][C:52]([O:55][CH3:56])=[CH:51][CH:50]=3)[C@H:22]2[N:23]=1)[C:12](=[O:18])[O:13][C:14]([CH3:17])([CH3:16])[CH3:15])[C:2]1[CH:7]=[CH:6][CH:5]=[CH:4][CH:3]=1.CCCC[N+](CCCC)(CCCC)CCCC.[F-]>C1COCC1>[C:14]([O:13][C:12](=[O:18])[N:11]([CH2:10][CH2:9][O:8][CH2:1][C:2]1[CH:7]=[CH:6][CH:5]=[CH:4][CH:3]=1)[C:19]1[S:20][C@H:21]2[O:27][C@H:26]([CH2:28][OH:29])[C@@H:25]([O:37][CH2:38][C:39]3[CH:40]=[CH:41][C:42]([O:45][CH3:46])=[CH:43][CH:44]=3)[C@H:24]([O:47][CH2:48][C:49]3[CH:50]=[CH:51][C:52]([O:55][CH3:56])=[CH:53][CH:54]=3)[C@H:22]2[N:23]=1)([CH3:17])([CH3:15])[CH3:16] |f:1.2|. Reported procedure: A solution of 133 (7.5 g, 9.3 mmol) in THF (30 mL) was treated with TBAF (4.9 g, 18.6 mmol) for 3 hours at room temperature. The reaction was quenched with water (100 mL) and extracted with ethyl acetate (3×50 mL). The combined organic layer was washed with brine (2×30 mL), dried over anhydrous sodium sulfate and concentrated under vacuum to give a residue, which was purified by a silica gel column, eluted with 3%-10% ethyl acetate in petroleum ether to afford 134 as a light yellow syrup (5.8 g,...